From a dataset of the Open Reaction Database (ORD), a public repository of structured organic reaction records. describe an organic reaction: reactants, conditions, products, and yield Reactants: CCO, Cl, [Na+], CCOC(=O)Cc1c2c(nn1-c1ccccc1)c(=O)[nH]c1ccccc12, [OH-]. Product: O=C(O)Cc1c2c(nn1-c1ccccc1)c(=O)[nH]c1ccccc12. RXN SMILES: [CH3:28][CH2:29][OH:30].[ClH:27].[Na+:32].[O:1]=[c:2]1[nH:3][c:4]2[cH:5][cH:6][cH:7][cH:8][c:9]2[c:10]2[c:11]1[n:12][n:13](-[c:21]1[cH:22][cH:23][cH:24][cH:25][cH:26]1)[c:14]2[CH2:15][C:16](=[O:17])[O:18][CH2:19][CH3:20].[OH-:31]>>[O:1]=[c:2]1[nH:3][c:4]2[cH:5][cH:6][cH:7][cH:8][c:9]2[c:10]2[c:11]1[n:12][n:13](-[c:21]1[cH:22][cH:23][cH:24][cH:25][cH:26]1)[c:14]2[CH2:15][C:16](=[O:17])[OH:18]. The reactants are C(C)(C)O (isopropanol), C(#N)C=C1CN(C1)C(=O)OC(C)(C)C (tert-butyl 3-(cyanomethylene)azetidine-1-carboxylate), N12C=CCCCC2NCCC1 (1,8-diazabicyclo[5,4,0]undec-ene), CC1(OB(OC1(C)C)C=1C=NNC1)C (4-(4,4,5,5-tetramethyl-1,3,2-dioxaborolan-2-yl)-1H-pyrazole). The solvent is CCCCCCC (n-heptane). Run at time 1 hour. Product: C(#N)CC1(CN(C1)C(=O)OC(C)(C)C)N1N=CC(=C1)B1OC(C(O1)(C)C)(C)C (tert-Butyl 3-(cyanomethyl)-3-(4-(4,4,5,5-tetramethyl-1,3,2-dioxaborolan-2-yl)-1H-pyrazol-1-yl)azetidine-1-carboxylate). Yield: 90.5%. Reaction SMILES: C(O)(C)C.N12CCCNC1CCCC=C2.[CH3:16][C:17]1([CH3:29])[C:21]([CH3:23])([CH3:22])[O:20][B:19]([C:24]2[CH:25]=[N:26][NH:27][CH:28]=2)[O:18]1.[C:30]([CH:32]=[C:33]1[CH2:36][N:35]([C:37]([O:39][C:40]([CH3:43])([CH3:42])[CH3:41])=[O:38])[CH2:34]1)#[N:31]>CCCCCCC>[C:30]([CH2:32][C:33]1([N:27]2[CH:28]=[C:24]([B:19]3[O:20][C:21]([CH3:22])([CH3:23])[C:17]([CH3:29])([CH3:16])[O:18]3)[CH:25]=[N:26]2)[CH2:36][N:35]([C:37]([O:39][C:40]([CH3:43])([CH3:42])[CH3:41])=[O:38])[CH2:34]1)#[N:31]. Reported procedure: To a 1-L flask equipped with a nitrogen inlet, a thermocouple, and a mechanical stirrer were sequentially added isopropanol (IPA, 200 mL), 1,8-diazabicyclo[5,4,0]undec-ene (DBU, 9.8 g, 64.4 mmol, 0.125 equiv), 4-(4,4,5,5-tetramethyl-1,3,2-dioxaborolan-2-yl)-1H-pyrazole (1, 101 g, 520.51 mmol, 1.01 equiv) and tert-butyl 3-(cyanomethylene)azetidine-1-carboxylate (2, 100 g, 514.85 mmol) at ambient temperature to generate a reaction mixture as a suspension. The resulting reaction mixture was heated ... Reactants: three, [Na] (sodium), [I-].C(#N)CC[P+](CCOC)(CCC#N)CCC#N (tris-(β-cyanoethyl)-2-methoxyethyl-phosphonium iodide), O (water), C(Cl)(Cl)Cl (chloroform). Run in CO (methanol). The product is C(#N)CCP(CCOC)CCC#N (Bis-(β-cyanoethyl)-2-methoxyethylphosphine). As a reaction SMILES: [Na].[I-].[C:3]([CH2:5][CH2:6][P+:7](CCC#N)([CH2:12][CH2:13][C:14]#[N:15])[CH2:8][CH2:9][O:10][CH3:11])#[N:4].O.C(Cl)(Cl)Cl>CO>[C:3]([CH2:5][CH2:6][P:7]([CH2:12][CH2:13][C:14]#[N:15])[CH2:8][CH2:9][O:10][CH3:11])#[N:4] |f:1.2,^1:0|. Reported procedure: 1.55 g of sodium are dissolved in 100 ml of absolute methanol under an atmosphere of argon and then 26 g (0.0685 mole) of tris-(β-cyanoethyl)-2-methoxyethyl-phosphonium iodide are added to this solution. The solution is refluxed for 4 hours. After the mixture has been poured into water, extraction is performed with three 40 ml portions of chloroform. The chloroform solution is dried over magnesium sulphate, the solvent is evaporated and the oily residue distilled in a high vacuum. The reactants are O1C=CC=2CCN(CCC21)C(=O)OC(C)(C)C (tert-butyl 4,5,7,8-tetrahydrofuro[3,2-d]azepine-6-carboxylate), BrN1C(CCC1=O)=O (N-bromosuccinimide), C(=O)(O)[O-].[Na+] (NaHCO3). Run in C(Cl)(Cl)Cl (chloroform), C(C)(=O)O (acetic acid). Conditions: time 1 hour. The product is BrC1=CC=2CCN(CCC2O1)C(=O)OC(C)(C)C (tert-butyl 2-bromo-4,5,7,8-tetrahydrofuro[3,2-d]azepine-6-carboxylate). Reaction SMILES: [O:1]1[C:10]2[CH2:9][CH2:8][N:7]([C:11]([O:13][C:14]([CH3:17])([CH3:16])[CH3:15])=[O:12])[CH2:6][CH2:5][C:4]=2[CH:3]=[CH:2]1.[Br:18]N1C(=O)CCC1=O.C([O-])(O)=O.[Na+]>C(Cl)(Cl)Cl.C(O)(=O)C>[Br:18][C:2]1[O:1][C:10]2[CH2:9][CH2:8][N:7]([C:11]([O:13][C:14]([CH3:17])([CH3:16])[CH3:15])=[O:12])[CH2:6][CH2:5][C:4]=2[CH:3]=1 |f:2.3|. Procedure: A solution of tert-butyl 4,5,7,8-tetrahydrofuro[3,2-d]azepine-6-carboxylate (0.21 mmol) in chloroform (0.5 mL) and acetic acid (0.5 mL) is treated with N-bromosuccinimide (0.21 mmol) at RT. After 1 hour, the reaction is poured over saturated aqueous NaHCO3, and extracted with ethyl acetate (2×5 mL). The organic layers are washed with brine, dried, and purified by silica chromatography (20% ethyl acetate/hexanes) to give tert-butyl 2-bromo-4,5,7,8-tetrahydrofuro[3,2-d]azepine-6-carboxylate.